Dataset: the Open Reaction Database (ORD), a public repository of structured organic reaction records. Task: describe an organic reaction: reactants, conditions, products, and yield Starting materials: C(C)OC=1C(N=C([C@@H](N1)C(C)C)OCC)C ((5S)-3,6-diethoxy-5-isopropyl-2-methyl-2,5-dihydropyrazine), ClC1=C(C=CC(=C1)OC1=CC(=CC=C1)C(F)(F)F)CCI (2-chloro-1-(2-iodoethyl)-4-(3-trifluoromethylphenoxy)benzene). Procedure details: (5S)-3,6-diethoxy-5-isopropyl-2-methyl-2,5-dihydropyrazine and 2-chloro-1-(2-iodoethyl)-4-(3-trifluoromethylphenoxy)benzene were reacted in the same manner as in Example 1 to obtain the target product as a colorless oil. Product: ClC1=C(C=CC(=C1)OC1=CC(=CC=C1)C(F)(F)F)CC[C@]1(N=C([C@@H](N=C1OCC)C(C)C)OCC)C ((2R,5S)-2-[2-chloro-4-(3-trifluoromethylphenoxy)phenyl]ethyl-3,6-diethoxy-5-isopropyl-2-methyl-2,5-dihydropyrazine). Reaction SMILES: [CH2:1]([O:3][C:4]1[CH:5]([CH3:16])[N:6]=[C:7]([O:13][CH2:14][CH3:15])[C@H:8]([CH:10]([CH3:12])[CH3:11])[N:9]=1)[CH3:2].[Cl:17][C:18]1[CH:23]=[C:22]([O:24][C:25]2[CH:30]=[CH:29][CH:28]=[C:27]([C:31]([F:34])([F:33])[F:32])[CH:26]=2)[CH:21]=[CH:20][C:19]=1[CH2:35][CH2:36]I>>[Cl:17][C:18]1[CH:23]=[C:22]([O:24][C:25]2[CH:30]=[CH:29][CH:28]=[C:27]([C:31]([F:34])([F:33])[F:32])[CH:26]=2)[CH:21]=[CH:20][C:19]=1[CH2:35][CH2:36][C@:5]1([CH3:16])[C:4]([O:3][CH2:1][CH3:2])=[N:9][C@@H:8]([CH:10]([CH3:11])[CH3:12])[C:7]([O:13][CH2:14][CH3:15])=[N:6]1. Starting materials: C(C1=CC=CC=C1)(C1=CC=CC=C1)(C1=CC=CC=C1)N[C@H]1CC=C(C1)C(=O)OC (methyl (4S)-4-(tritylamino)cyclopent-1-ene-1-carboxylate), [H-].C(C(C)C)[Al+]CC(C)C (diisobutylaluminum hydride). Solvent: C1(=CC=CC=C1)C (toluene). Conditions: temperature -7.5 celsius. Product: C(C1=CC=CC=C1)(C1=CC=CC=C1)(C1=CC=CC=C1)N[C@H]1CC=C(C1)CO ([(4S)-4-(tritylamino)cyclopent-1-en-1-yl]methanol). Isolated yield 116.8%. Reaction SMILES: [C:1]([NH:20][C@@H:21]1[CH2:25][C:24]([C:26](OC)=[O:27])=[CH:23][CH2:22]1)([C:14]1[CH:19]=[CH:18][CH:17]=[CH:16][CH:15]=1)([C:8]1[CH:13]=[CH:12][CH:11]=[CH:10][CH:9]=1)[C:2]1[CH:7]=[CH:6][CH:5]=[CH:4][CH:3]=1.[H-].C([Al+]CC(C)C)C(C)C>C1(C)C=CC=CC=1>[C:1]([NH:20][C@@H:21]1[CH2:25][C:24]([CH2:26][OH:27])=[CH:23][CH2:22]1)([C:8]1[CH:9]=[CH:10][CH:11]=[CH:12][CH:13]=1)([C:14]1[CH:19]=[CH:18][CH:17]=[CH:16][CH:15]=1)[C:2]1[CH:3]=[CH:4][CH:5]=[CH:6][CH:7]=1 |f:1.2|. Procedure: A reactor was charged with methyl (4S)-4-(tritylamino)cyclopent-1-ene-1-carboxylate (4.75 kg, 12.4 mol). The reactor was charged with anhydrous toluene (9.5 L), cooled to −5 to −10° C. and the agitation started. While maintaining the temperature between −10° C. and +10° C., diisobutylaluminum hydride (1M solution in toluene, 23.4 kg, 27.3 mol) was added. Upon completion of the addition, the reaction mixture was analyzed by HPLC, which confirmed a complete conversion of the starting material to t... Reactants: C(C1=CC=CC=C1)(C1=CC=CC=C1)(C1=CC=CC=C1)N1CCC(CC1)=O (N-trityl-4-piperidone), solution, O1C(=NCC1)C1=CC=C(CP(OCC)(OCC)=O)C=C1 (diethyl 4-(2-oxazolin-2-yl)benzylphosphonate), ice water, C(CCC)[Li] (n-butyllithium). Solvent: O1CCCC1 (tetrahydrofuran), CCCCCC (hexane). Run at temperature -60 celsius, time 25 minute. Product: O1C(=NCC1)C1=CC=C(C=C2CCN(CC2)C(C2=CC=CC=C2)(C2=CC=CC=C2)C2=CC=CC=C2)C=C1 (4-[4-(2-Oxazolin-2-yl)benzylidene]-1-tritylpiperidine). As a reaction SMILES: C([Li])CCC.[C:6]([N:25]1[CH2:30][CH2:29][C:28](=O)[CH2:27][CH2:26]1)([C:19]1[CH:24]=[CH:23][CH:22]=[CH:21][CH:20]=1)([C:13]1[CH:18]=[CH:17][CH:16]=[CH:15][CH:14]=1)[C:7]1[CH:12]=[CH:11][CH:10]=[CH:9][CH:8]=1.[O:32]1[CH2:36][CH2:35][N:34]=[C:33]1[C:37]1[CH:51]=[CH:50][C:40]([CH2:41]P(=O)(OCC)OCC)=[CH:39][CH:38]=1>CCCCCC.O1CCCC1>[O:32]1[CH2:36][CH2:35][N:34]=[C:33]1[C:37]1[CH:38]=[CH:39][C:40]([CH:41]=[C:28]2[CH2:27][CH2:26][N:25]([C:6]([C:13]3[CH:18]=[CH:17][CH:16]=[CH:15][CH:14]=3)([C:7]3[CH:8]=[CH:9][CH:10]=[CH:11][CH:12]=3)[C:19]3[CH:24]=[CH:23][CH:22]=[CH:21][CH:20]=3)[CH2:30][CH2:29]2)=[CH:50][CH:51]=1. Procedure details: 6.25 ml of a 1.6M solution of n-butyllithium in hexane followed, after stirring for 20 minutes, by 3.4 g of N-trityl-4-piperidone (prepared from 4-piperidone hydrochloride hydrate and trityl chloride) in 20 ml of tetrahydrofuran are added dropwise at -60° C. to 2.97 g of diethyl 4-(2-oxazolin-2-yl)benzylphosphonate. The mixture is stirred at -60° C. for 25 minutes. The reaction solution is then allowed to warm to ambient temperature and is stirred for a further 1.5 hours at this temperature. The... Reactants: Cc1nc2sccn2c(=O)c1-c1ccc(C#N)cc1, Cc1ccccc1, CCO, OB(O)c1ccc(OC(F)(F)F)cc1, Cc1nc2sccn2c(=O)c1-c1cc(F)cc(F)c1, [Na+], [Na+], O=C([O-])[O-], O. Product: Cc1nc2sccn2c(=O)c1-c1ccc(OC(F)(F)F)cc1. As a reaction SMILES: [CH3:1][c:2]1[n:3][c:4]2[n:5]([c:6](=[O:16])[c:7]1-[c:8]1[cH:9][cH:10][c:11]([C:12]#[N:13])[cH:14][cH:15]1)[cH:17][cH:18][s:19]2.[CH3:59][c:60]1[cH:61][cH:62][cH:63][cH:64][cH:65]1.[CH3:67][CH2:68][OH:69].[F:20][C:21]([O:22][c:23]1[cH:24][cH:25][c:26]([B:27]([OH:28])[OH:29])[cH:30][cH:31]1)([F:32])[F:33].[F:40][c:41]1[cH:42][c:43](-[c:44]2[c:45](=[O:46])[n:47]3[cH:48][cH:49][s:50][c:51]3[n:52][c:53]2[CH3:54])[cH:55][c:56]([F:57])[cH:58]1.[Na+:34].[Na+:35].[O-:36][C:37](=[O:38])[O-:39].[OH2:66]>>[CH3:1][c:2]1[n:3][c:4]2[n:5]([c:6](=[O:16])[c:7]1-[c:8]1[cH:9][cH:10][c:11]([O:22][C:21]([F:20])([F:32])[F:33])[cH:14][cH:15]1)[cH:17][cH:18][s:19]2. Reaction SMILES: [F:1][C:2]1[CH:14]=[C:13]([NH:15][CH3:16])[C:12]([N+:17]([O-])=O)=[CH:11][C:3]=1[C:4]([NH:6][CH2:7][CH2:8][O:9][CH3:10])=[O:5]>[Pd]>[NH2:17][C:12]1[C:13]([NH:15][CH3:16])=[CH:14][C:2]([F:1])=[C:3]([CH:11]=1)[C:4]([NH:6][CH2:7][CH2:8][O:9][CH3:10])=[O:5]. The reactants are FC1=C(C(=O)NCCOC)C=C(C(=C1)NC)[N+](=O)[O-] (2-fluoro-N-(2-methoxy-ethyl)-4-methylamino-5-nitro-benzamide). Procedure details: 5-Amino-2-fluoro-N-(2-methoxy-ethyl)-4-methylamino-benzamide (72 mg) was prepared by following General Procedure B starting from 2-fluoro-N-(2-methoxy-ethyl)-4-methylamino-5-nitro-benzamide and Pd/C (10% by weight, 10 mg). Th crude product was used in the next step without further purification. Reagents/catalysts: [Pd] (Pd/C). Product: NC=1C(=CC(=C(C(=O)NCCOC)C1)F)NC (5-Amino-2-fluoro-N-(2-methoxy-ethyl)-4-methylamino-benzamide). Reactants: NC1=NC(=NC=2N1N=C(N2)C=2SC=CC2)SC (7-amino-5-methylthio-2-(2-thienyl)-[1,2,4]triazolo[1,5-a][1,3,5]triazine), C1(=CC=CC=C1)S (thiophenol). The product is NC1=NC(=NC=2N1N=C(N2)C=2SC=CC2)SC2=CC=CC=C2 (7-amino-5-phenylthio-2-(2-thienyl)-[1,2,4]triazolo[1,5-a][1,3,51triazine). Reaction SMILES: [NH2:1][C:2]1[N:7]2[N:8]=[C:9]([C:11]3[S:12][CH:13]=[CH:14][CH:15]=3)[N:10]=[C:6]2[N:5]=[C:4]([S:16][CH3:17])[N:3]=1.[C:18]1(S)[CH:23]=[CH:22]C=[CH:20][CH:19]=1>>[NH2:1][C:2]1[N:7]2[N:8]=[C:9]([C:11]3[S:12][CH:13]=[CH:14][CH:15]=3)[N:10]=[C:6]2[N:5]=[C:4]([S:16][C:17]2[CH:22]=[CH:23][CH:18]=[CH:19][CH:20]=2)[N:3]=1. Reported procedure: Using a similar procedure to that described in Example 2 but starting from 7-amino-5-methylthio-2-(2-thienyl)-[1,2,4]triazolo[1,5-a][1,3,5]triazine and using thiophenol, there was obtained 7-amino-5-phenylthio-2-(2-thienyl)-[1,2,4]triazolo[1,5-a][1,3,51triazine as a solid, m.p. >300° C. (decomposition); microanalysis, found: C, 51.9; H, 3.1; N, 25.6%; C14H10N6S2 requires: C, 51.5; H, 3.1; N, 25.8%; NMR 7.20(dd, 1H, thienyl-4H), 7.4-7.8(complex, 1H, phenyl-H, thienyl-3H,5H) and 8.83(d, 2H, NH2).